From a dataset of the Open Reaction Database (ORD), a public repository of structured organic reaction records. describe an organic reaction: reactants, conditions, products, and yield The reactants are CC(=O)Nc1ccc(S)cc1, CCCC1=NN(C)C(=O)C1, CC(=O)OC(C)=O, CCO, [O-][n+]1ccc(Cl)c2ccccc21, CCCC1=NN(C)C(=O)C1=C1C=C(Cl)c2ccccc2N1. Yields the product CCCC1=NN(C)C(=O)C1=C1C=C(Sc2ccc(NC(C)=O)cc2)c2ccccc2N1. Reaction SMILES: [C:44]([CH3:45])(=[O:46])[NH:47][c:48]1[cH:49][cH:50][c:51]([SH:54])[cH:52][cH:53]1.[CH3:1][N:2]1[C:3](=[O:4])[CH2:5][C:6]([CH2:7][CH2:8][CH3:9])=[N:10]1.[CH3:55][C:56]([O:57][C:58](=[O:59])[CH3:60])=[O:61].[CH3:62][CH2:63][OH:64].[Cl:11][c:12]1[c:13]2[c:14]([cH:15][cH:16][cH:17][cH:18]2)[n+:19]([O-:20])[cH:21][cH:22]1.[Cl:23][C:24]1=[CH:25][C:26](=[C:34]2[C:35]([CH2:41][CH2:42][CH3:43])=[N:36][N:37]([CH3:40])[C:38]2=[O:39])[NH:27][c:28]2[cH:29][cH:30][cH:31][cH:32][c:33]21>>[C:24]1([S:54][c:51]2[cH:50][cH:49][c:48]([NH:47][C:44]([CH3:45])=[O:46])[cH:53][cH:52]2)=[CH:25][C:26](=[C:34]2[C:35]([CH2:41][CH2:42][CH3:43])=[N:36][N:37]([CH3:40])[C:38]2=[O:39])[NH:27][c:28]2[cH:29][cH:30][cH:31][cH:32][c:33]21. The product is ClC=1C=C(C(=O)OC)C=CC1OCC(C)(F)F (methyl 3-chloro-4-(2,2-difluoropropoxy)benzoate). RXN SMILES: [Cl:1][C:2]1[CH:3]=[C:4]([CH:9]=[CH:10][C:11]=1[OH:12])[C:5]([O:7][CH3:8])=[O:6].FC(F)(F)S(O[CH2:19][C:20]([F:23])([F:22])[CH3:21])(=O)=O.CCCCCCCCCCN>>[Cl:1][C:2]1[CH:3]=[C:4]([CH:9]=[CH:10][C:11]=1[O:12][CH2:19][C:20]([F:23])([F:22])[CH3:21])[C:5]([O:7][CH3:8])=[O:6]. Reactants: ClC=1C=C(C(=O)OC)C=CC1O (methyl 3-chloro-4-hydroxybenzoate), FC(S(=O)(=O)OCC(C)(F)F)(F)F (2,2-difluoropropyl trifluoromethanesulfonate), CCCCCCCCCCN (Amine-10). Yield: 54.0%. Procedure: The title compound is prepared in 54% yield (1.54 g, white solid) from methyl 3-chloro-4-hydroxybenzoate (2.00 g, 10.7 mmol) and 2,2-difluoropropyl trifluoromethanesulfonate (6.11 g, 26.8 mmol) in a similar manner to Step-1 of Amine-10. The reactants are CC(C)(C)ON, ClCCl, COc1ccc(S(=O)(=O)N(Cc2ccccc2)C(Cc2nnn(C)n2)C(=O)O)cc1, CN1CCOCC1, CCN=C=NCCCN(C)C, Cl, Cl, O, On1nnc2ccccc21. The product is COc1ccc(S(=O)(=O)N(Cc2ccccc2)C(Cc2nnn(C)n2)C(=O)NOC(C)(C)C)cc1. Reaction SMILES: [C:49]([CH3:50])([CH3:51])([CH3:52])[O:53][NH2:54].[CH2:67]([Cl:68])[Cl:69].[CH3:1][O:2][c:3]1[cH:4][cH:5][c:6]([S:9](=[O:10])(=[O:11])[N:12]([CH:13]([C:14](=[O:15])[OH:16])[CH2:17][c:18]2[n:19][n:20][n:21]([CH3:23])[n:22]2)[CH2:24][c:25]2[cH:26][cH:27][cH:28][cH:29][cH:30]2)[cH:7][cH:8]1.[CH3:41][N:42]1[CH2:43][CH2:44][O:45][CH2:46][CH2:47]1.[CH3:56][N:57]([CH2:58][CH2:59][CH2:60][N:61]=[C:62]=[N:63][CH2:64][CH3:65])[CH3:66].[ClH:48].[ClH:55].[OH2:70].[OH:31][n:32]1[c:33]2[cH:34][cH:35][cH:36][cH:37][c:38]2[n:39][n:40]1>>[CH3:1][O:2][c:3]1[cH:4][cH:5][c:6]([S:9](=[O:10])(=[O:11])[N:12]([CH:13]([C:14](=[O:16])[NH:54][O:53][C:49]([CH3:50])([CH3:51])[CH3:52])[CH2:17][c:18]2[n:19][n:20][n:21]([CH3:23])[n:22]2)[CH2:24][c:25]2[cH:26][cH:27][cH:28][cH:29][cH:30]2)[cH:7][cH:8]1. The reactants are BrCC(=O)C1=CC(=CC=C1)F (2-Bromo-1-(3-fluorophenyl)ethanone), NC1=NC=CC(=N1)N (2,4-diaminopyrimidine). Solvent: CC(=O)C (acetone). The product is FC=1C=C(C=CC1)C=1N=C2N(C=CC(=N2)N)C1 (2-(3-Fluoro-phenyl)-imidazo[1,2-a]pyrimidin-7-ylamine). Reaction SMILES: Br[CH2:2][C:3]([C:5]1[CH:10]=[CH:9][CH:8]=[C:7]([F:11])[CH:6]=1)=O.[NH2:12][C:13]1[N:18]=[C:17]([NH2:19])[CH:16]=[CH:15][N:14]=1>CC(C)=O>[F:11][C:7]1[CH:6]=[C:5]([C:3]2[N:12]=[C:13]3[N:18]=[C:17]([NH2:19])[CH:16]=[CH:15][N:14]3[CH:2]=2)[CH:10]=[CH:9][CH:8]=1. Procedure: 2-Bromo-1-(3-fluorophenyl)ethanone (10.9 g, 50 mmol) was added to a solution of 2,4-diaminopyrimidine (3.70 g, 34 mmol) in acetone (185 ml), and the mixture was heated to reflux for 6 h. The cooled suspension was filtered and the precipitate was washed with acetone (50 ml). The solid was re-suspended in water (35 ml) and NH4OHaq. (25%, 50 ml), then it was collected over a glass fiber paper and the filtrate was washed with H2O (75 ml). After drying under vacuum, the product was obtained (5.56 g, ...